From a dataset of the Open Reaction Database (ORD), a public repository of structured organic reaction records. describe an organic reaction: reactants, conditions, products, and yield Reactants: N#Cc1cc(Cl)cc(Oc2c(Br)ccc(Cc3n[nH]c4ncccc34)c2F)c1, CI, [H-], [Na+], CN(C)C=O. Yields the product Cn1nc(Cc2ccc(Br)c(Oc3cc(Cl)cc(C#N)c3)c2F)c2cccnc21. RXN SMILES: [Br:1][c:2]1[cH:3][cH:4][c:5]([CH2:19][c:20]2[n:21][nH:22][c:23]3[n:24][cH:25][cH:26][cH:27][c:28]23)[c:6]([F:18])[c:7]1[O:8][c:9]1[cH:10][c:11]([C:12]#[N:13])[cH:14][c:15]([Cl:17])[cH:16]1.[CH3:31][I:32].[H-:30].[Na+:29].[O:33]=[CH:34][N:35]([CH3:36])[CH3:37]>>[Br:1][c:2]1[cH:3][cH:4][c:5]([CH2:19][c:20]2[n:21][n:22]([CH3:31])[c:23]3[n:24][cH:25][cH:26][cH:27][c:28]23)[c:6]([F:18])[c:7]1[O:8][c:9]1[cH:10][c:11]([C:12]#[N:13])[cH:14][c:15]([Cl:17])[cH:16]1. The reactants are methanolic solution, CON=C1CCNCC1 (4-methoxyiminopiperidine), Cl.ClCC(OC)=N (methyl 2-chloroacetimidate hydrochloride). The solvent is CO (methanol). Conditions: time 2 hour. Product: Cl.CON=C1CCN(CC1)C(CCl)=N (2-(4-methoxyiminopiperidin-1-yl)-2-iminoethylchloride hydrochloride). The yield is 150.5%. Reaction SMILES: [CH3:1][O:2][N:3]=[C:4]1[CH2:9][CH2:8][NH:7][CH2:6][CH2:5]1.Cl.[Cl:11][CH2:12][C:13](=[NH:16])OC>CO>[ClH:11].[CH3:1][O:2][N:3]=[C:4]1[CH2:9][CH2:8][N:7]([C:13](=[NH:16])[CH2:12][Cl:11])[CH2:6][CH2:5]1 |f:1.2,4.5|. Procedure: 2 ml of a methanolic solution containing 1.064 g of 4-methoxyiminopiperidine was added to a solution of 1.195 g of methyl 2-chloroacetimidate hydrochloride in 4 ml of absolute methanol, and the mixture was stirred at room temperature for 2 hours. After completion of the reaction, the solvent was distilled off and the concentrate was mixed with anhydrous ether. The crystals which separated out were collected by filtration and washed with ether, giving 1.5 g of 2-(4-methoxyiminopiperidin-1-yl)-2-i...